Task: describe an organic reaction: reactants, conditions, products, and yield. Dataset: the Open Reaction Database (ORD), a public repository of structured organic reaction records Reactants: C(C)(C)N(C(C)C)CC (N,N-diisopropylethylamine), compound 379, C1(=CC=CC=C1)C (toluene), ClC1=C(C(NN=C1)=O)Cl (dichloropyridazinone), P(=O)([O-])([O-])[O-] (phosphate). Run in C(C)(=O)OCC (ethyl acetate), CN(C)C=O (DMF). Run at temperature 100 celsius. Yields the product C(C1=CC=CC=C1)N1C(CNCC1)CO (N-benzylhydroxymethylpiperazine), product 380. Isolated yield 41.0%. Reaction SMILES: [C:1]1([CH3:7])[CH:6]=[CH:5][CH:4]=[CH:3][CH:2]=1.[CH:8]([N:11](CC)C(C)C)(C)[CH3:9].Cl[C:18]1[CH:23]=[N:22]NC(=O)[C:19]=1Cl.P([O-])([O-])([O-])=[O:27]>CN(C=O)C.C(OCC)(=O)C>[CH2:7]([N:11]1[CH2:8][CH2:9][NH:22][CH2:23][CH:18]1[CH2:19][OH:27])[C:1]1[CH:6]=[CH:5][CH:4]=[CH:3][CH:2]=1. Procedure details: N-benzylhydroxymethylpiperazine was prepared according to the reported literature procedure: A. Naylor et al, J. Med. Chem. 1993, 36, 2075-2083. To compound 379 (2.48 g, 12.00 mmol), which was dried just before use by azeotropic distillation with toluene under reduced pressure, dissolved in anhydrous DMF (24 mL) under an argon atmosphere was successively added N,N-diisopropylethylamine (3.15 mL, 17.95 mmol), 4 Å molecular sieves and dichloropyridazinone 378 (1.68 g, 5.98 mmol). The reaction mixt... Reactants: C(C=C)C=1C=NC=2N(C1O)N=C(C2C2=CC=C(C=C2)Cl)C2=C(C=CC=C2)Cl (6-allyl-3-(4-chlorophenyl)-2-(2-chlorophenyl)-pyrazolo[1,5-a]pyrimidin-7-ol), IN1C(CCC1=O)=O (N-iodosuccinimide). Solvent: C(Cl)Cl.C(Cl)(Cl)Cl (methylene chloride chloroform). Reaction conditions: time 8 hour. Yields the product ClC1=C(C=CC=C1)C1=NN2C=3OC(CC3C=NC2=C1C1=CC=C(C=C1)Cl)CI (2-(2-Chlorophenyl)-3-(4-chlorophenyl)-7-iodomethyl-6,7-dihydro-8-oxa-1,4,8b-triaza-as-indacene). Reaction SMILES: [CH2:1]([C:4]1[CH:5]=[N:6][C:7]2[N:8]([N:11]=[C:12]([C:21]3[CH:26]=[CH:25][CH:24]=[CH:23][C:22]=3[Cl:27])[C:13]=2[C:14]2[CH:19]=[CH:18][C:17]([Cl:20])=[CH:16][CH:15]=2)[C:9]=1[OH:10])[CH:2]=[CH2:3].[I:28]N1C(=O)CCC1=O>C(Cl)Cl.C(Cl)(Cl)Cl>[Cl:27][C:22]1[CH:23]=[CH:24][CH:25]=[CH:26][C:21]=1[C:12]1[C:13]([C:14]2[CH:19]=[CH:18][C:17]([Cl:20])=[CH:16][CH:15]=2)=[C:7]2[N:8]([C:9]3[O:10][CH:2]([CH2:3][I:28])[CH2:1][C:4]=3[CH:5]=[N:6]2)[N:11]=1 |f:2.3|. Procedure details: To a mixture of 6-allyl-3-(4-chlorophenyl)-2-(2-chlorophenyl)-pyrazolo[1,5-a]pyrimidin-7-ol (I-15A-1a; 25 mg, 0.063 mmol) in 9:1 methylene chloride/chloroform (0.63 ml) at 0° C. was added N-iodosuccinimide (15 mg, 0.066 mmol), portionwise. The reaction was stirred overnight at room temperature and then extracted from water with ethyl acetate. The combined organic layers were washed with brine, dried (MgSO4), and then concentrated, in vacuo. Purification on a Biotage™ Flash 12S column using 20% e... Reactants: C=CCCOCC=NO, [O-]Cl, ClCCl, [Na+], [Na+], [Na+], O=S([O-])([O-])=S. Product: C1CC2CON=C2CO1. Reaction SMILES: [CH2:4]([CH2:5][CH:6]=[CH2:7])[O:8][CH2:9][CH:10]=[N:11][OH:12].[Cl:1][O-:2].[Cl:20][CH2:21][Cl:22].[Na+:18].[Na+:19].[Na+:3].[S:13]([O-:14])([O-:15])(=[O:16])=[S:17]>>[CH2:4]1[CH2:5][CH:6]2[CH2:7][O:12][N:11]=[C:10]2[CH2:9][O:8]1. The reactants are ice water, oil, [H-].[Na+] (sodium hydride), N1=C(C=CC=C1)C1=NC(N=C1C1=CC=C(C=C1)F)=S (4-(2-pyridinyl)-5-(4-fluorophenyl)-imidazole-2-thione), BrCCBr (1,2-dibromoethane). Solvent: CN(C=O)C (N,N-dimethylformamide). Reaction conditions: time 30 minute. The product is ( I ), N1=C(C=CC=C1)C1=C(N=C2SCCN21)C2=CC=C(C=C2)F (5-(2-pyridinyl)-6-(4-fluoro-phenyl)-2,3-dihydroimidazo[2,1-b]thiazole), FC1=CC=C(C=C1)C1=C(N=C2SCCN21)C2=NC=CC=C2 (5-(4-fluorophenyl)-6-(2-pyridinyl)-2,3-dihydroimidazo[ 2,1-b]thiazole). Reaction SMILES: [N:1]1[CH:6]=[CH:5][CH:4]=[CH:3][C:2]=1[C:7]1[C:11]([C:12]2[CH:17]=[CH:16][C:15]([F:18])=[CH:14][CH:13]=2)=[N:10][C:9](=[S:19])[N:8]=1.[H-].[Na+].Br[CH2:23][CH2:24]Br>CN(C)C=O>[N:1]1[CH:6]=[CH:5][CH:4]=[CH:3][C:2]=1[C:7]1[N:8]2[C:9]([S:19][CH2:23][CH2:24]2)=[N:10][C:11]=1[C:12]1[CH:17]=[CH:16][C:15]([F:18])=[CH:14][CH:13]=1.[F:18][C:15]1[CH:16]=[CH:17][C:12]([C:11]2[N:10]3[C:9]([S:19][CH2:23][CH2:24]3)=[N:8][C:7]=2[C:2]2[CH:3]=[CH:4][CH:5]=[CH:6][N:1]=2)=[CH:13][CH:14]=1 |f:1.2|. Reported procedure: A solution of 9.76 g (0.036 mol) of 4-(2-pyridinyl)-5-(4-fluorophenyl)-imidazole-2-thione, prepared as described in part d, in 250 ml of dry N,N-dimethylformamide was treated with 3.52 g (0.073 mol) of a 50% oil dispersion of sodium hydride. The solution was stirred for 30 minutes, followed by the addition of 13.95 g (0.074 mol) of 1,2-dibromoethane. The reaction mixture was stirred for 3 hours, and then poured into ice/water. The aqueous suspension was extracted several times with methylene chl... Reactants: CCOC(OCC)OCC, CC(=O)OC(C)=O, CCOC(=O)CC(=O)c1cc(F)c(F)c(C)c1Cl. Yields the product CCOC=C(C(=O)OCC)C(=O)c1cc(F)c(F)c(C)c1Cl. RXN SMILES: [CH2:19]([CH3:20])[O:21][CH:22]([O:23][CH2:24][CH3:25])[O:26][CH2:27][CH3:28].[CH3:29][C:30]([O:31][C:32](=[O:33])[CH3:34])=[O:35].[Cl:1][c:2]1[c:3]([C:4](=[O:5])[CH2:6][C:7](=[O:8])[O:9][CH2:10][CH3:11])[cH:12][c:13]([F:18])[c:14]([F:17])[c:15]1[CH3:16]>>[Cl:1][c:2]1[c:3]([C:4](=[O:5])[C:6]([C:7](=[O:8])[O:9][CH2:10][CH3:11])=[CH:22][O:21][CH2:19][CH3:20])[cH:12][c:13]([F:18])[c:14]([F:17])[c:15]1[CH3:16]. Starting materials: C(CCCCCCCCCCCCCCC)Br (hexadecyl bromide), [H-].[Na+] (sodium hydride), C(CCCCCCCCCCCCCCC)Br (hexadecyl bromide), O1C(CCCC1)OCCCCCCCOC[C@@H]1OCCC[C@H]1O (trans-2-[7-(tetrahydropyran-2-yloxy)heptyloxymethyl]tetrahydropyran-3-ol), [H-].[Na+] (sodium hydride), O (water). Run in CN(C=O)C (dimethylformamide), CN(C=O)C (dimethylformamide). Reaction conditions: time 30 minute. Product: C(CCCCCCCCCCCCCCC)O[C@H]1[C@@H](OCCC1)COCCCCCCCO (7-(trans-3-Hexadecyloxytetrahydropyran-2-yl)methoxy-1-heptanol). As a reaction SMILES: O1CCCCC1[O:7][CH2:8][CH2:9][CH2:10][CH2:11][CH2:12][CH2:13][CH2:14][O:15][CH2:16][C@H:17]1[C@H:22]([OH:23])[CH2:21][CH2:20][CH2:19][O:18]1.[H-].[Na+].[CH2:26](Br)[CH2:27][CH2:28][CH2:29][CH2:30][CH2:31][CH2:32][CH2:33][CH2:34][CH2:35][CH2:36][CH2:37][CH2:38][CH2:39][CH2:40][CH3:41].O>CN(C)C=O>[CH2:41]([O:23][C@@H:22]1[CH2:21][CH2:20][CH2:19][O:18][C@H:17]1[CH2:16][O:15][CH2:14][CH2:13][CH2:12][CH2:11][CH2:10][CH2:9][CH2:8][OH:7])[CH2:40][CH2:39][CH2:38][CH2:37][CH2:36][CH2:35][CH2:34][CH2:33][CH2:32][CH2:31][CH2:30][CH2:29][CH2:28][CH2:27][CH3:26] |f:1.2|. Reported procedure: A solution of 1.652 g of dl-trans-2-[7-(tetrahydropyran-2-yloxy)heptyloxymethyl]tetrahydropyran-3-ol (prepared as described in Preparation 54) in 5 ml of dimethylformamide was added dropwise at room temperature to a suspension of 0.24 g of sodium hydride (as a 55% w/w dispersion in mineral oil) in 5 ml of dimethylformamide. The reaction mixture was stirred at room temperature for 30 minutes, after which it was heated on an oil bath kept at 60° C. for a further 30 minutes. At the end of this time... Starting materials: ClC1=NC=CC(=N1)C1=CC=C(C=C1)NS(=O)(=O)C (N-(4-(2-chloropyrimidin-4-yl)phenyl)methanesulfonamide), C([O-])([O-])=O.[K+].[K+] (potassium carbonate), BrCC#N (bromoacetonitrile). Run in CC(=O)C (acetone). Product: ClC1=NC=CC(=N1)C1=CC=C(C=C1)N(S(=O)(=O)C)CC#N (N-(4-(2-chloropyrimidin-4-yl)phenyl)-N-(cyanomethyl)methanesulfonamide). The yield is 89.0%. RXN SMILES: [Cl:1][C:2]1[N:7]=[C:6]([C:8]2[CH:13]=[CH:12][C:11]([NH:14][S:15]([CH3:18])(=[O:17])=[O:16])=[CH:10][CH:9]=2)[CH:5]=[CH:4][N:3]=1.C(=O)([O-])[O-].[K+].[K+].Br[CH2:26][C:27]#[N:28]>CC(C)=O>[Cl:1][C:2]1[N:7]=[C:6]([C:8]2[CH:9]=[CH:10][C:11]([N:14]([CH2:26][C:27]#[N:28])[S:15]([CH3:18])(=[O:16])=[O:17])=[CH:12][CH:13]=2)[CH:5]=[CH:4][N:3]=1 |f:1.2.3|. Reported procedure: A round bottomed flask was charged with 4-methanesulfonylaminophenylboronic acid (4.30 g, 20 mmol) and 2,4-dichloropyrimidine (5.97 g, 40 mmol, 2 eq.), toluene (75 mL), n-propanol (25 mL) and aqueous sodium carbonate solution (2M, 18 mL, 1.8 eq.). The reaction mixture was evacuated and backfilled with nitrogen three times before adding tetrakis(triphenylphosphine) palladium (0) catalyst (1.02 g, 4.4 mol %). The reaction mixture was again evacuated and backfilled with nitrogen three times before ... Reactants: C(C)(C)(C)[Si](C)(C)OCC(CC=C)(C)OC (tert-butyl [(2-methoxy-2-methylpent-4-en-1-yl)oxy]dimethylsilane), B1(OO1)[O-].O.O.O.O.[Na+] (sodium perborate tetrahydrate), O (water). The solvent is C1CCOC1 (THF), C1CCOC1 (THF). Run at time 30 minute. Yields the product [Si](C)(C)(C(C)(C)C)OCC(CCCO)(C)OC (5-{[tert-Butyl(dimethyl)silyl]oxy}-4-methoxy-4-methylpentan-1-ol). RXN SMILES: [C:1]([Si:5]([O:8][CH2:9][C:10]([O:15][CH3:16])([CH3:14])[CH2:11][CH:12]=[CH2:13])([CH3:7])[CH3:6])([CH3:4])([CH3:3])[CH3:2].O.B1([O-])O[O:19]1.O.O.O.O.[Na+]>C1COCC1>[Si:5]([O:8][CH2:9][C:10]([O:15][CH3:16])([CH3:14])[CH2:11][CH2:12][CH2:13][OH:19])([C:1]([CH3:4])([CH3:3])[CH3:2])([CH3:6])[CH3:7] |f:2.3.4.5.6.7|. Procedure: To a solution of tert-butyl [(2-methoxy-2-methylpent-4-en-1-yl)oxy]dimethylsilane (2.45 kg, 10.04 mol) in THF (3.5 L) at <5° C. was added BH3 in THF (1M solution, 11.05 L, 11.05 mol) via a funnel while maintaining the reaction temperature at <15° C. The reaction mixture was stirred for 30 minutes and quenched with water (11.75 L, 652 mol). To the stirred mixture was added sodium perborate tetrahydrate (4.64 kg, 30.2 mol) and the mixture was stirred overnight at ambient temperature. The reaction ... Reactants: ClC1=CC(=C(C=C1Cl)S(=O)(=O)N)NC1CC1 (4,5-dichloro-2-cyclopropylaminobenzenesulphonamide), C(OCC)([O-])[O-] (ethyl orthoformate). Run at temperature 150 celsius. The product is ClC=1C(=CC2=C(N(C=NS2(=O)=O)C2CC2)C1)Cl (6,7-dichloro-4-cyclopropyl-4H-1,2,4-benzothiadiazine 1,1-dioxide). RXN SMILES: [Cl:1][C:2]1[C:7]([Cl:8])=[CH:6][C:5]([S:9]([NH2:12])(=[O:11])=[O:10])=[C:4]([NH:13][CH:14]2[CH2:16][CH2:15]2)[CH:3]=1.[CH:17]([O-])([O-])OCC>>[Cl:1][C:2]1[C:7]([Cl:8])=[CH:6][C:5]2[S:9](=[O:10])(=[O:11])[N:12]=[CH:17][N:13]([CH:14]3[CH2:16][CH2:15]3)[C:4]=2[CH:3]=1. Reported procedure: In a round-bottom flask, a mixture of 4,5-dichloro-2-cyclopropylaminobenzenesulphonamide from the Step above (2.5 g) and ethyl orthoformate (25 mL) is heated in the open state at 150° C. for 1 hour. The suspension obtained is cooled on an ice bath, and the insoluble material is collected by filtration, washed with ether and dried. The solid is re-dissolved in a mixture of acetone and methanol in the hot state and the hot solution is treated with absorbent carbon and then filtered and concentrate...